The task is: describe an organic reaction: reactants, conditions, products, and yield. This data is from the Open Reaction Database (ORD), a public repository of structured organic reaction records. Starting materials: C(CCCCCCC\C=C/CCCCCCCC)(=O)O (Oleic acid), [H-].[Al+3].[Li+].[H-].[H-].[H-] (lithium aluminum hydride), OS(=O)(=O)O (H2SO4), ice water. The solvent is CCOCC (ether), CCOCC (ether). The product is C(CCCCCCC\C=C/CCCCCCCC)O ((Z)-9-Octadecen-1-ol). The yield is 97.3%. RXN SMILES: [C:1](O)(=[O:19])[CH2:2][CH2:3][CH2:4][CH2:5][CH2:6][CH2:7][CH2:8]/[CH:9]=[CH:10]\[CH2:11][CH2:12][CH2:13][CH2:14][CH2:15][CH2:16][CH2:17][CH3:18].[H-].[Al+3].[Li+].[H-].[H-].[H-].OS(O)(=O)=O>CCOCC>[CH2:1]([OH:19])[CH2:2][CH2:3][CH2:4][CH2:5][CH2:6][CH2:7][CH2:8]/[CH:9]=[CH:10]\[CH2:11][CH2:12][CH2:13][CH2:14][CH2:15][CH2:16][CH2:17][CH3:18] |f:1.2.3.4.5.6|. Procedure: A solution of compound II (12 g) in 50 ml of dry ether was slowly dripped into a stirred suspension of 2 g of lithium aluminum hydride in 100 ml of dry ether. Gentle refluxing was maintained during addition, and the mixture was then refluxed for an additional 30 minutes. The mixture was chilled in an ice bath and treated gradually with 35 ml of ice water followed by 50 ml of cold 10% H2SO4. The ether layer was separated, the aqueous layer was shaken with two portions of ether, and the combined e... The product is NCC1=CC=C(C=C1)S(=O)(=O)N(CC(C)C)C1=C(C=C(C=C1)C)C (4-(aminomethyl)-N-(2,4-dimethylphenyl)-N-isobutylbenzenesulfonamide). The reactants are CC1=C(C=CC(=C1)C)N(S(=O)(=O)C1=CC=C(C(=O)N)C=C1)CC(C)C (4-(N-(2,4-dimethylphenyl)-N-isobutylsulfamoyl)benzamide). Run at temperature 75 celsius. Procedure details: 4-(N-(2,4-dimethylphenyl)-N-isobutylsulfamoyl)benzamide (263.6 mg, 0.731 mmol) was dissolved in tetrahydrofuran (THF) (10 mL) and to this solution was added borane-tetrahydrofuran complex (1 M) (2.194 mL, 2.194 mmol). The reaction was then heated to 75° C. and refluxed overnight under nitrogen. The reaction was cooled and quenched by the addition of 2 M HCl. The reaction mixture was then neutralised by the slow addition of 10 M sodium hydroxide and the product extracted to the organic phase of a... Reaction SMILES: [CH3:1][C:2]1[CH:7]=[C:6]([CH3:8])[CH:5]=[CH:4][C:3]=1[N:9]([CH2:22][CH:23]([CH3:25])[CH3:24])[S:10]([C:13]1[CH:21]=[CH:20][C:16]([C:17]([NH2:19])=O)=[CH:15][CH:14]=1)(=[O:12])=[O:11]>O1CCCC1>[NH2:19][CH2:17][C:16]1[CH:20]=[CH:21][C:13]([S:10]([N:9]([C:3]2[CH:4]=[CH:5][C:6]([CH3:8])=[CH:7][C:2]=2[CH3:1])[CH2:22][CH:23]([CH3:25])[CH3:24])(=[O:12])=[O:11])=[CH:14][CH:15]=1. The solvent is O1CCCC1 (tetrahydrofuran).